Dataset: the Open Reaction Database (ORD), a public repository of structured organic reaction records. Task: describe an organic reaction: reactants, conditions, products, and yield Reactants: C(C)(C)(C)C1=NN(C=C1C(=O)Cl)C (3-tert-butyl-1-methyl-1H-pyrazole-4-carbonyl chloride), O1CCCC1 (tetrahydrofuran), ice, ClC1=C(C=CC=C1)C1=CC(=C(C(=N1)OC)[N+](=O)[O-])N (6-(2-chlorophenyl)-2-methoxy-3-nitropyridin-4-amine), O1CCCC1 (tetrahydrofuran), [H-].[Na+] (sodium hydride), [Cl-].[NH4+] (ammonium chloride). Run in ice water. Run at temperature 1 celsius, time 30 minute. The product is C(C)(C)(C)C1=NN(C(=C1Cl)C(=O)NC1=C(C(=NC(=C1)C1=C(C=CC=C1)Cl)OC)[N+](=O)[O-])C (3-tert-Butyl-4-chloro-N-(6-(2-chlorophenyl)-2-methoxy-3-nitropyridin-4-yl)-1-methyl-1H-pyrazole-5-carboxamide). As a reaction SMILES: [Cl:1][C:2]1[CH:7]=[CH:6][CH:5]=[CH:4][C:3]=1[C:8]1[N:13]=[C:12]([O:14][CH3:15])[C:11]([N+:16]([O-:18])=[O:17])=[C:10]([NH2:19])[CH:9]=1.[H-].[Na+].[C:22]([C:26]1[C:30](C(Cl)=O)=[CH:29][N:28]([CH3:34])[N:27]=1)([CH3:25])([CH3:24])[CH3:23].[Cl-:35].[NH4+].[O:37]1[CH2:41]CCC1>>[C:22]([C:26]1[C:30]([Cl:35])=[C:29]([C:41]([NH:19][C:10]2[CH:9]=[C:8]([C:3]3[CH:4]=[CH:5][CH:6]=[CH:7][C:2]=3[Cl:1])[N:13]=[C:12]([O:14][CH3:15])[C:11]=2[N+:16]([O-:18])=[O:17])=[O:37])[N:28]([CH3:34])[N:27]=1)([CH3:23])([CH3:24])[CH3:25] |f:1.2,4.5|. Procedure: A 5 L, four neck round bottom flask equipped with mechanical stirrer, nitrogen inlet, addition funnel with stopper, and thermocouple was charged 6-(2-chlorophenyl)-2-methoxy-3-nitropyridin-4-amine (111.40 g, 0.398 mol) and tetrahydrofuran (1.90 L). The resulting mixture was cooled to 3° C. in ice-water bath and then treated with sodium hydride (31.85 g, 0.796 mol) carefully in one portion with an exotherm to 7° C. observed, to yield a deep-red slurry. This slurry was chilled to 1° C. and a solut...